This data is from the Open Reaction Database (ORD), a public repository of structured organic reaction records. The task is: describe an organic reaction: reactants, conditions, products, and yield The reactants are C1CCOC1, COC(=O)c1ccnc(N)c1, [Li]C. The product is CC(=O)c1ccnc(N)c1. RXN SMILES: [CH2:14]1[O:15][CH2:16][CH2:17][CH2:18]1.[CH3:1][O:2][C:3](=[O:4])[c:5]1[cH:6][c:7]([NH2:11])[n:8][cH:9][cH:10]1.[Li:12][CH3:13]>>[C:3](=[O:4])([c:5]1[cH:6][c:7]([NH2:11])[n:8][cH:9][cH:10]1)[CH3:13]. Reactants: COc1cc2c(c3c1OC(C)(C)C3)C(c1cccc(N)c1)=NC(C)(C)C2, CCOC(=O)CN=C=O, C1CCOC1. Yields the product COc1cc2c(c3c1OC(C)(C)C3)C(c1cccc(N3C(=O)CNC3=O)c1)=NC(C)(C)C2. RXN SMILES: [CH3:1][O:2][c:3]1[cH:4][c:5]2[c:10]([c:11]3[c:12]1[O:13][C:14]([CH3:16])([CH3:17])[CH2:15]3)[C:9]([c:18]1[cH:19][c:20]([NH2:24])[cH:21][cH:22][cH:23]1)=[N:8][C:7]([CH3:25])([CH3:26])[CH2:6]2.[N:27](=[C:28]=[O:29])[CH2:30][C:31](=[O:32])[O:33][CH2:34][CH3:35].[O:36]1[CH2:37][CH2:38][CH2:39][CH2:40]1>>[CH3:1][O:2][c:3]1[cH:4][c:5]2[c:10]([c:11]3[c:12]1[O:13][C:14]([CH3:16])([CH3:17])[CH2:15]3)[C:9]([c:18]1[cH:19][c:20]([N:24]3[C:28](=[O:29])[NH:27][CH2:30][C:31]3=[O:32])[cH:21][cH:22][cH:23]1)=[N:8][C:7]([CH3:25])([CH3:26])[CH2:6]2. Starting materials: C(OC(C)Cl)(OCCOC(C(=C)C)=O)=O (1-Chloroethyl 2-methacryloyloxyethyl carbonate), C(C(=C)C)(=O)[O-].[K+] (potassium methacrylate). The reagents and catalysts are C1COCCOCCOCCOCCOCCO1 (18-crown-6). The solvent is CN(C=O)C (dimethylformamide). Product: C(OC(C)OC(C(=C)C)=O)(OCCOC(C(=C)C)=O)=O (1-Methacryloyloxyethyl 2-Methacryloyloxyethyl Carbonate). Yield: 76.8%. As a reaction SMILES: [C:1](=[O:15])([O:6][CH2:7][CH2:8][O:9][C:10](=[O:14])[C:11]([CH3:13])=[CH2:12])[O:2][CH:3](Cl)[CH3:4].[C:16]([O-:21])(=[O:20])[C:17]([CH3:19])=[CH2:18].[K+]>CN(C)C=O.C1OCCOCCOCCOCCOCCOC1>[C:1](=[O:15])([O:6][CH2:7][CH2:8][O:9][C:10](=[O:14])[C:11]([CH3:13])=[CH2:12])[O:2][CH:3]([O:21][C:16](=[O:20])[C:17]([CH3:19])=[CH2:18])[CH3:4] |f:1.2|. Procedure: 1-Chloroethyl 2-methacryloyloxyethyl carbonate (1.183 g, 5.00 mmol) prepared as described in Preparation 8 is added to a suspension of freeze dried potassium methacrylate (0.683 g, 5.50 mmol) and 18-crown-6 (0.066 g, 0.25. mmol) in dimethylformamide (50 ml) under a dry N2 atmosphere. After 5 days at 20° C. the solvent is removed under reduced pressure and the residue dissolved by adding dichloromethane (60 ml) and water (30 ml). After separating the phases the aqueous layer is extracted with dic... Starting materials: Cc1c(O)c(C(=O)O)c(C)n(C2CCCCC2)c1=O, Cl, O. The product is Cc1c(O)cc(C)n(C2CCCCC2)c1=O. Reaction SMILES: [CH:1]1([n:7]2[c:8]([CH3:19])[c:9]([C:16]([OH:17])=[O:18])[c:10]([OH:15])[c:11]([CH3:14])[c:12]2=[O:13])[CH2:2][CH2:3][CH2:4][CH2:5][CH2:6]1.[ClH:20].[OH2:21]>>[CH:1]1([n:7]2[c:8]([CH3:19])[cH:9][c:10]([OH:15])[c:11]([CH3:14])[c:12]2=[O:13])[CH2:2][CH2:3][CH2:4][CH2:5][CH2:6]1. Reactants: [Al+3], CC(C)(C)c1cc(C(=O)O)cc(C(C)(C)C)c1, C1CCOC1, Cl, [H-], [H-], [H-], [H-], [Li+]. Yields the product CC(C)(C)c1cc(CO)cc(C(C)(C)C)c1. RXN SMILES: [Al+3:19].[C:1]([CH3:2])([CH3:3])([CH3:4])[c:5]1[cH:6][c:7]([C:8](=[O:9])[OH:10])[cH:11][c:12]([C:14]([CH3:15])([CH3:16])[CH3:17])[cH:13]1.[CH2:25]1[O:26][CH2:27][CH2:28][CH2:29]1.[ClH:24].[H-:18].[H-:21].[H-:22].[H-:23].[Li+:20]>>[C:1]([CH3:2])([CH3:3])([CH3:4])[c:5]1[cH:6][c:7]([CH2:8][OH:9])[cH:11][c:12]([C:14]([CH3:15])([CH3:16])[CH3:17])[cH:13]1. The reactants are C(C=C)OC(=O)N1C(CSCC1)C(=O)OCC (ethyl 4-(allyloxycarbonyl)thiomorpholine-3-carboxylate), CO (methanol), O1CCCC1 (tetrahydrofuran), Cl (hydrochloric acid). Run in [OH-].[Na+] (sodium hydroxide). Product: C(C=C)OC(=O)N1C(CSCC1)C(=O)O (4-(allyloxycarbonyl)thiomorpholine-3-carboxylic acid). The yield is 101.9%. RXN SMILES: [CH2:1]([O:4][C:5]([N:7]1[CH2:12][CH2:11][S:10][CH2:9][CH:8]1[C:13]([O:15]CC)=[O:14])=[O:6])[CH:2]=[CH2:3].CO.O1CCCC1.Cl>[OH-].[Na+]>[CH2:1]([O:4][C:5]([N:7]1[CH2:12][CH2:11][S:10][CH2:9][CH:8]1[C:13]([OH:15])=[O:14])=[O:6])[CH:2]=[CH2:3] |f:4.5|. Procedure: A solution of ethyl 4-(allyloxycarbonyl)thiomorpholine-3-carboxylate (15.4 g) in a mixture of 4N aqueous sodium hydroxide (30 ml), methanol (30 ml) and tetrahydrofuran (75 ml) was refluxed for 90 minutes. The organic solvents were evaporated to give an aqueous solution. The aqueous solution was adjusted to pH 2 with concentrated hydrochloric acid, extracted with ethyl acetate (200 ml), dried over magnesium sulfate, and evaporated under reduced pressure to give 4-(allyloxycarbonyl)thiomorpholine-...